This data is from the Open Reaction Database (ORD), a public repository of structured organic reaction records. The task is: describe an organic reaction: reactants, conditions, products, and yield The reactants are COCCOC, Cl, COC(=O)C1=Cc2cc(-c3ccc(OC(F)(F)F)cc3)ccc2S(=O)(=O)CC1. Yields the product O=C(O)C1=Cc2cc(-c3ccc(OC(F)(F)F)cc3)ccc2S(=O)(=O)CC1. Reaction SMILES: [CH3:30][O:31][CH2:32][CH2:33][O:34][CH3:35].[ClH:29].[F:1][C:2]([O:3][c:4]1[cH:5][cH:6][c:7](-[c:10]2[cH:11][cH:12][c:13]3[c:14]([cH:26]2)[CH:15]=[C:16]([C:22](=[O:23])[O:24][CH3:25])[CH2:17][CH2:18][S:19]3(=[O:20])=[O:21])[cH:8][cH:9]1)([F:27])[F:28]>>[F:1][C:2]([O:3][c:4]1[cH:5][cH:6][c:7](-[c:10]2[cH:11][cH:12][c:13]3[c:14]([cH:26]2)[CH:15]=[C:16]([C:22](=[O:23])[OH:24])[CH2:17][CH2:18][S:19]3(=[O:20])=[O:21])[cH:8][cH:9]1)([F:27])[F:28]. Starting materials: solution, CN (methylamine), C1(=C(C=CC=C1)CC=1NC(C(=C(N1)C(=O)OC)O)=O)C1=CC=CC=C1 (methyl 2-(biphenyl-2-ylmethyl)-5-hydroxy-6-oxo-1,6-dihydropyrimidine-4-carboxylate). The solvent is C1CCOC1 (THF). Conditions: temperature 150 celsius, time 5 minute. Product: CNC(=O)C=1N=C(NC(C1O)=O)CC1=C(C=CC=C1)C1=CC=CC=C1 (2-biphenyl-2-ylmethyl-5-hydroxy-6-oxo-1,6-dihydro-pyrimidine-4-carboxylic acid methylamide). Isolated yield 27.4%. Reaction SMILES: [CH3:1][NH2:2].[C:3]1([C:22]2[CH:27]=[CH:26][CH:25]=[CH:24][CH:23]=2)[CH:8]=[CH:7][CH:6]=[CH:5][C:4]=1[CH2:9][C:10]1[NH:11][C:12](=[O:21])[C:13]([OH:20])=[C:14]([C:16](OC)=[O:17])[N:15]=1>C1COCC1>[CH3:1][NH:2][C:16]([C:14]1[N:15]=[C:10]([CH2:9][C:4]2[CH:5]=[CH:6][CH:7]=[CH:8][C:3]=2[C:22]2[CH:27]=[CH:26][CH:25]=[CH:24][CH:23]=2)[NH:11][C:12](=[O:21])[C:13]=1[OH:20])=[O:17]. Procedure: A sealed tube containing 2M solution of methylamine (2 ml, 4 mmol) in THF and methyl 2-(biphenyl-2-ylmethyl)-5-hydroxy-6-oxo-1,6-dihydropyrimidine-4-carboxylate (0.05 g, 163 μmol, Eq: 1.00) was heated at 150° C. in a microwave oven for 15 min, cooled and filtered. The solid was stirred in MeOH, in the presence of Amberlyst 15 IE resin, at 60° C. for 5 min and then at room temperature for 1 h, filtered, evaporated to dryness and triturated with Et2O to give the title compound as a white solid (0....